From a dataset of the Open Reaction Database (ORD), a public repository of structured organic reaction records. describe an organic reaction: reactants, conditions, products, and yield Reactants: CCOC(=O)CBr, CCc1ccc(C2=NC(C)(C(C)C)C(=O)N2)nc1, [H-], [Na+], C1CCOC1. The product is CCOC(=O)CN1C(=O)C(C)(C(C)C)N=C1c1ccc(CC)cn1. RXN SMILES: [Br:21][CH2:22][C:23](=[O:24])[O:25][CH2:26][CH3:27].[CH2:3]([CH3:4])[c:5]1[cH:6][cH:7][c:8]([C:11]2=[N:15][C:14]([CH3:16])([CH:17]([CH3:18])[CH3:19])[C:13](=[O:20])[NH:12]2)[n:9][cH:10]1.[H-:1].[Na+:2].[O:28]1[CH2:29][CH2:30][CH2:31][CH2:32]1>>[CH2:3]([CH3:4])[c:5]1[cH:6][cH:7][c:8]([C:11]2=[N:15][C:14]([CH3:16])([CH:17]([CH3:18])[CH3:19])[C:13](=[O:20])[N:12]2[CH2:22][C:23](=[O:24])[O:25][CH2:26][CH3:27])[n:9][cH:10]1. The reactants are N1C(CCC1=O)=O (pyrrolidine-2,5-dione), BrCCCO (3-bromopropan-1-ol), C([O-])([O-])=O.[K+].[K+] (potassium carbonate). The solvent is C(C)#N (acetonitrile). Product: OCCCN1C(CCC1=O)=O (1-(3-hydroxypropyl)pyrrolidin-2,5-dione). Isolated yield 32.8%. RXN SMILES: [NH:1]1[C:5](=[O:6])[CH2:4][CH2:3][C:2]1=[O:7].Br[CH2:9][CH2:10][CH2:11][OH:12].C(=O)([O-])[O-].[K+].[K+]>C(#N)C>[OH:12][CH2:11][CH2:10][CH2:9][N:1]1[C:5](=[O:6])[CH2:4][CH2:3][C:2]1=[O:7] |f:2.3.4|. Reported procedure: A solution of pyrrolidine-2,5-dione (5 g, 50.5 mmol) and 3-bromopropan-1-ol (6.85 ml, 76 mmol) in acetonitrile (80 ml) containing potassium carbonate (14 g, 100 mmol) was refluxed overnight. After cooling, the mixture was filtered and the filtrate was evaporated. The residue was dissolved in methylene chloride and purified by column chromatography, eluting with ethylacetate/petroleum ether (4/1). After evaporation of the volatiles, the residue was distilled at 100-125° C. under about 0.1 mm Hg t... Starting materials: CS(=O)(=O)C1=CC=C(C=C1)C=1C=C2C(=CN1)O[C@](C2)(C)C2CCN(CC2)C#N ((S)-4-[5-(4-methanesulfonyl-phenyl)-2-methyl-2,3-dihydro-furo[2,3-c]pyridin-2-yl]-piperidine-1-carbonitrile), Intermediate 33, ONC(C(C)(C)C)=N (N-hydroxy-2,2-dimethyl-propionamidine). Yields the product C(C)(C)(C)C1=NOC(=N1)N1CCC(CC1)[C@@]1(CC=2C(=CN=C(C2)C2=CC=C(C=C2)S(=O)(=O)C)O1)C ((S)-2-[1-(3-tert-Butyl-[1,2,4]oxadiazol-5-yl)-piperidin-4-yl]-5-(4-methanesulfonyl-phenyl)-2-methyl-2,3-dihydro-furo[2,3-c]pyridine). As a reaction SMILES: [CH3:1][S:2]([C:5]1[CH:10]=[CH:9][C:8]([C:11]2[CH:12]=[C:13]3[CH2:19][C@:18]([CH:21]4[CH2:26][CH2:25][N:24]([C:27]#[N:28])[CH2:23][CH2:22]4)([CH3:20])[O:17][C:14]3=[CH:15][N:16]=2)=[CH:7][CH:6]=1)(=[O:4])=[O:3].[OH:29][NH:30][C:31](=N)[C:32]([CH3:35])([CH3:34])[CH3:33]>>[C:32]([C:31]1[N:28]=[C:27]([N:24]2[CH2:23][CH2:22][CH:21]([C@@:18]3([CH3:20])[O:17][C:14]4=[CH:15][N:16]=[C:11]([C:8]5[CH:9]=[CH:10][C:5]([S:2]([CH3:1])(=[O:3])=[O:4])=[CH:6][CH:7]=5)[CH:12]=[C:13]4[CH2:19]3)[CH2:26][CH2:25]2)[O:29][N:30]=1)([CH3:35])([CH3:34])[CH3:33]. Procedure: The title compound is prepared from (S)-4-[5-(4-methanesulfonyl-phenyl)-2-methyl-2,3-dihydro-furo[2,3-c]pyridin-2-yl]-piperidine-1-carbonitrile (Intermediate 33; the configuration of the stereocenter is arbitrarily assigned) and N-hydroxy-2,2-dimethyl-propionamidine following a procedure analogous to that described in Example 2. LC (method 4): tR=0.93 min; Mass spectrum (ESI+): m/z=497 [M+H]+. Reactants: CC(COC(C1=CC=C(C=C1)C(F)(F)F)=O)(C)C (4-trifluoromethyl-benzoic acid 2,2-dimethyl-propyl ester), C(C)(C)OB(OC(C)C)OC(C)C (triisopropylborate), C(C)(C)[N-]C(C)C.[Li+] (lithium diisopropylamide), solution. Run in O1CCCC1 (tetrahydrofuran), O1CCCC1.CCCCCCC (tetrahydrofuran heptane). Conditions: temperature -78 celsius, time 30 minute. Product: CC(COC(=O)C1=C(C=C(C=C1)C(F)(F)F)B(O)O)(C)C (2-(2,2-dimethyl-propoxycarbonyl)-5-trifluoromethyl-benzeneboronic acid). Yield: 61.5%. Reaction SMILES: [CH3:1][C:2]([CH3:18])([CH3:17])[CH2:3][O:4][C:5](=[O:16])[C:6]1[CH:11]=[CH:10][C:9]([C:12]([F:15])([F:14])[F:13])=[CH:8][CH:7]=1.C([O:22][B:23](OC(C)C)[O:24]C(C)C)(C)C.C([N-]C(C)C)(C)C.[Li+]>O1CCCC1.O1CCCC1.CCCCCCC>[CH3:1][C:2]([CH3:18])([CH3:17])[CH2:3][O:4][C:5]([C:6]1[CH:11]=[CH:10][C:9]([C:12]([F:13])([F:14])[F:15])=[CH:8][C:7]=1[B:23]([OH:24])[OH:22])=[O:16] |f:2.3,5.6|. Procedure details: To a solution of 4-trifluoromethyl-benzoic acid 2,2-dimethyl-propyl ester (4.225 g, 16.23 mmol) in tetrahydrofuran (40 mL) was added triisopropylborate (9.00 mL, 39.0 mmol). The solution was cooled to −78° C. and lithium diisopropylamide (12.0 mL of a 2.0 M solution in tetrahydrofuran/heptane, 24.0 mmol) was added dropwise over 5 minutes. The red solution was stirred for 30 minutes, warmed to 0° C., and quenched by the slow addition of 1N hydrochloric acid (50 mL). The mixture was allowed to war... Starting materials: FC1=CC=C(CC=2NC(=NN2)C2=NC(=C3C=CC=NC3=C2O)N2CCN(CC2)CC(=O)NC(C)C)C=C1 (2-(4-{7-[5-(4-fluorobenzyl)-4H-1,2,4-triazol-3-yl]-8-hydroxy-1,6-naphthyridin-5-yl}piperazin-1-yl)-N-isopropylacetamide), C(=O)O (formic acid). Yields the product FC1=CC=C(CC=2NC(=NN2)C2=NC(=C3C=CC(=NC3=C2)O)N2CCN(CC2)CC(=O)NC(C)C)C=C1 (2-(4-{7-[5-(4-Fluorobenzyl)-4H-1,2,4-triazol-3-yl]-hydroxy-1,6-naphthyridin-5-yl}piperazin-1-yl)-N-isopropylacetamide). RXN SMILES: [F:1][C:2]1[CH:37]=[CH:36][C:5]([CH2:6][C:7]2[NH:8][C:9]([C:12]3[C:21](O)=[C:20]4[C:15]([CH:16]=[CH:17][CH:18]=[N:19]4)=[C:14]([N:23]4[CH2:28][CH2:27][N:26]([CH2:29][C:30]([NH:32][CH:33]([CH3:35])[CH3:34])=[O:31])[CH2:25][CH2:24]4)[N:13]=3)=[N:10][N:11]=2)=[CH:4][CH:3]=1.C(O)=[O:39]>>[F:1][C:2]1[CH:3]=[CH:4][C:5]([CH2:6][C:7]2[NH:8][C:9]([C:12]3[CH:21]=[C:20]4[C:15]([CH:16]=[CH:17][C:18]([OH:39])=[N:19]4)=[C:14]([N:23]4[CH2:24][CH2:25][N:26]([CH2:29][C:30]([NH:32][CH:33]([CH3:35])[CH3:34])=[O:31])[CH2:27][CH2:28]4)[N:13]=3)=[N:10][N:11]=2)=[CH:36][CH:37]=1. Procedure: In a similar manner as described in example 17, 2-(4-{7-[5-(4-fluorobenzyl)-4H-1,2,4-triazol-3-yl]-8-hydroxy-1,6-naphthyridin-5-yl}piperazin-1-yl)-N-isopropylacetamide (31 mg, 38%) was prepared as the formic acid. 1H NMR (CDCl3): δ 9.13 (d, J=4.0 Hz, 1 H), 8.42 (d, J=8.4 Hz, 1 H), 7.56(dd, J=8.4, 4.0 Hz, 1 H), 7.36 (m, 2 H), 7.02 (m, 2 H), 4.19 (s, 2 H), 4.17-4.13 (m, 1 H), 3.37 (s, 4 H), 3.13 (s, 2 H), 2.82 (s, 4 H), 1.20 (d, J=6.4 Hz, 6 H); MS m/z 505 (M+1). The reactants are COC(C=CC1=CC(=C(C(=C1)C)C=O)C)=O (3-(4-formyl-3,5-dimethylphenyl)-acrylic acid methyl ester). The reagents and catalysts are [Pd] (Pd/C). Run in C(Cl)Cl (CH2Cl2). The product is COC(CCC1=CC(=C(C(=C1)C)C=O)C)=O (3-(4-Formyl-3,5-dimethylphenyl)-propionic acid methyl ester). RXN SMILES: [CH3:1][O:2][C:3](=[O:16])[CH:4]=[CH:5][C:6]1[CH:11]=[C:10]([CH3:12])[C:9]([CH:13]=[O:14])=[C:8]([CH3:15])[CH:7]=1>C(Cl)Cl.[Pd]>[CH3:1][O:2][C:3](=[O:16])[CH2:4][CH2:5][C:6]1[CH:11]=[C:10]([CH3:12])[C:9]([CH:13]=[O:14])=[C:8]([CH3:15])[CH:7]=1. Procedure details: A mixture of 3-(4-formyl-3,5-dimethylphenyl)-acrylic acid methyl ester (900 mg, 4.1 mmol) and 10% Pd/C (90 mg) in CH2Cl2 (20 mL) was hydrogenated at one atm overnight. The catalyst was filtered through Celite and washed with CH2Cl2. The solvent was removed under reduced pressure and the residue was purified by flash chromatography (heptane/EtOAc=5:1) to give the title compound. MS: m/z 221 (M+1).